The task is: describe an organic reaction: reactants, conditions, products, and yield. This data is from the Open Reaction Database (ORD), a public repository of structured organic reaction records. Reactants: C27H28N6O3, C1(=CC=CC=C1)N(C(=O)C1=CC2=C(N(C(=N2)CNC2=CC=C(C=C2)C#N)C)C=C1)CC(=O)OCC (1-methyl-2-[N-(4-cyanophenyl)-aminomethyl]-benzimidazol-5-yl-carboxylic acid-N-phenyl-N-(ethoxycarbonylmethyl)-amide), Cl (hydrochloric acid), C([O-])([O-])=O.[NH4+].[NH4+] (ammonium carbonate). The solvent is C(C)O (ethanol). Product: Cl.C1(=CC=CC=C1)N(C(=O)C1=CC2=C(N(C(=N2)CNC2=CC=C(C=C2)C(N)=N)C)C=C1)CC(=O)OCC (1-Methyl-2-[N-(4-amidinophenyl)-aminomethyl]-benzimidazol-5-yl-carboxylic acid-N-phenyl-N-(ethoxycarbonylmethyl)-amide-hydrochloride). Isolated yield 74.0%. RXN SMILES: [C:1]1([N:7]([CH2:30][C:31]([O:33][CH2:34][CH3:35])=[O:32])[C:8]([C:10]2[CH:29]=[CH:28][C:13]3[N:14]([CH3:27])[C:15]([CH2:17][NH:18][C:19]4[CH:24]=[CH:23][C:22]([C:25]#[N:26])=[CH:21][CH:20]=4)=[N:16][C:12]=3[CH:11]=2)=[O:9])[CH:6]=[CH:5][CH:4]=[CH:3][CH:2]=1.[ClH:36].C(=O)([O-])[O-].[NH4+:41].[NH4+]>C(O)C>[ClH:36].[C:1]1([N:7]([CH2:30][C:31]([O:33][CH2:34][CH3:35])=[O:32])[C:8]([C:10]2[CH:29]=[CH:28][C:13]3[N:14]([CH3:27])[C:15]([CH2:17][NH:18][C:19]4[CH:24]=[CH:23][C:22]([C:25](=[NH:41])[NH2:26])=[CH:21][CH:20]=4)=[N:16][C:12]=3[CH:11]=2)=[O:9])[CH:2]=[CH:3][CH:4]=[CH:5][CH:6]=1 |f:2.3.4,6.7|. Reported procedure: Prepared analogously to Example 25d from 1-methyl-2-[N-(4-cyanophenyl)-aminomethyl]-benzimidazol-5-yl-carboxylic acid-N-phenyl-N-(ethoxycarbonylmethyl)-amide and ethanolic hydrochloric acid, ethanol and ammonium carbonate. Yield: 74% of theory, Rf value: 0.12 (silica gel; dichloromethane/ethanol=4:1) C27H28N6O3 (484.6) ##EQU23## Starting materials: [Si](C)(C)(C(C)(C)C)OCC(F)C=1C=C(CN2CCC3(CN(CCO3)C(=O)C=3N=C(SC3)C(C)C)CC2)C=CC1 ((9-(3-(2-(tert-Butyldimethylsilyloxy)-1-fluoroethyl)benzyl)-1-oxa-4,9-diazaspiro[5.5]undecan-4-yl)(2-isopropylthiazol-4-yl)methanone), [F-].C(CCC)[N+](CCCC)(CCCC)CCCC (tetrabutylammonium fluoride), [F-].C(CCC)[N+](CCCC)(CCCC)CCCC (tetrabutylammonium fluoride). Solvent: C1CCOC1 (THF). Run at time 50 minute. Yields the product FC(CO)C=1C=C(CN2CCC3(CN(CCO3)C(=O)C=3N=C(SC3)C(C)C)CC2)C=CC1 ((9-(3-(1-Fluoro-2-hydroxyethyl)benzyl)-1-oxa-4,9-diazaspiro[5.5]undecan-4-yl)(2-isopropylthiazol-4-yl)methanone). RXN SMILES: [Si]([O:8][CH2:9][CH:10]([C:12]1[CH:13]=[C:14]([CH:37]=[CH:38][CH:39]=1)[CH2:15][N:16]1[CH2:36][CH2:35][C:19]2([O:24][CH2:23][CH2:22][N:21]([C:25]([C:27]3[N:28]=[C:29]([CH:32]([CH3:34])[CH3:33])[S:30][CH:31]=3)=[O:26])[CH2:20]2)[CH2:18][CH2:17]1)[F:11])(C(C)(C)C)(C)C.[F-].C([N+](CCCC)(CCCC)CCCC)CCC>C1COCC1>[F:11][CH:10]([C:12]1[CH:13]=[C:14]([CH:37]=[CH:38][CH:39]=1)[CH2:15][N:16]1[CH2:36][CH2:35][C:19]2([O:24][CH2:23][CH2:22][N:21]([C:25]([C:27]3[N:28]=[C:29]([CH:32]([CH3:33])[CH3:34])[S:30][CH:31]=3)=[O:26])[CH2:20]2)[CH2:18][CH2:17]1)[CH2:9][OH:8] |f:1.2|. Procedure: A solution of (9-(3-(2-(tert-butyldimethylsilyloxy)-1-fluoroethyl)benzyl)-1-oxa-4,9-diazaspiro[5.5]undecan-4-yl)(2-isopropylthiazol-4-yl)methanone (example 39, step e) (0.33 g) in THF (5 mL) was treated with tetrabutylammonium fluoride (1M in THF, 0.69 mL) and stirred at room temperature for 50 minutes. More tetrabutylammonium fluoride (1M in THF, 0.69 mL) was added and the mixture was stirred for a further 80 minutes. The solution was then concentrated onto flash silica and the residue was puri...